This data is from the Open Reaction Database (ORD), a public repository of structured organic reaction records. The task is: describe an organic reaction: reactants, conditions, products, and yield The reactants are C(C)(C)(C)C1=CC(=C(C=N1)C=1N([C@]([C@](N1)(C)C1=CC=C(C=C1)Cl)(C)C1=CC=C(C=C1)Cl)C(=O)N1CCC(CC1)CC(=O)O)OCC ({1-[(4S,5R)-2-(6-tert-butyl-4-ethoxy-pyridin-3-yl)-4,5-bis-(4-chloro-phenyl)-4,5-dimethyl-4,5-dihydro-imidazole-1-carbonyl]-piperidin-4-yl}-acetic acid), N1CCCCC1 (piperidine). Product: C(C)(C)(C)C1=CC(=C(C=N1)C=1N([C@]([C@](N1)(C)C1=CC=C(C=C1)Cl)(C)C1=CC=C(C=C1)Cl)C(=O)N1CCC(CC1)CC(=O)N1CCCCC1)OCC (2-{1-[(4S,5R)-2-(6-tert-Butyl-4-ethoxy-pyridin-3-yl)-4,5-bis-(4-chloro-phenyl)-4,5-dimethyl-4,5-dihydro-imidazole-1-carbonyl]-piperidin-4-yl}-1-piperidin-1-yl-ethanone). As a reaction SMILES: [C:1]([C:5]1[N:10]=[CH:9][C:8]([C:11]2[N:12]([C:32]([N:34]3[CH2:39][CH2:38][CH:37]([CH2:40][C:41]([OH:43])=O)[CH2:36][CH2:35]3)=[O:33])[C@@:13]([C:25]3[CH:30]=[CH:29][C:28]([Cl:31])=[CH:27][CH:26]=3)([CH3:24])[C@@:14]([C:17]3[CH:22]=[CH:21][C:20]([Cl:23])=[CH:19][CH:18]=3)([CH3:16])[N:15]=2)=[C:7]([O:44][CH2:45][CH3:46])[CH:6]=1)([CH3:4])([CH3:3])[CH3:2].[NH:47]1[CH2:52][CH2:51][CH2:50][CH2:49][CH2:48]1>>[C:1]([C:5]1[N:10]=[CH:9][C:8]([C:11]2[N:12]([C:32]([N:34]3[CH2:35][CH2:36][CH:37]([CH2:40][C:41]([N:47]4[CH2:52][CH2:51][CH2:50][CH2:49][CH2:48]4)=[O:43])[CH2:38][CH2:39]3)=[O:33])[C@@:13]([C:25]3[CH:30]=[CH:29][C:28]([Cl:31])=[CH:27][CH:26]=3)([CH3:24])[C@@:14]([C:17]3[CH:22]=[CH:21][C:20]([Cl:23])=[CH:19][CH:18]=3)([CH3:16])[N:15]=2)=[C:7]([O:44][CH2:45][CH3:46])[CH:6]=1)([CH3:2])([CH3:4])[CH3:3]. Reported procedure: In a manner analogous to the method described in example 163, {1-[(4S,5R)-2-(6-tert-butyl-4-ethoxy-pyridin-3-yl)-4,5-bis-(4-chloro-phenyl)-4,5-dimethyl-4,5-dihydro-imidazole-1-carbonyl]-piperidin-4-yl}-acetic acid was coupled with piperidine (Aldrich) to give the title compound. HR-MS (ES, m/z) calculated for C41H52Cl2N5O3 [(M+H)+] 732.3442, observed 732.3440.